From a dataset of the Open Reaction Database (ORD), a public repository of structured organic reaction records. describe an organic reaction: reactants, conditions, products, and yield Starting materials: C(C)NC([O-])=O.OC=1C(=CC=2C(C3C(CNC3)C2C1)C)Cl (N-ethylcarbamate 5-hydroxy-6-chloro-8-methyl-1,2,3,3a,8,8a-hexahydroindeno[1,2-c]pyrrole), FC1=C(CBr)C=CC=C1 (2-fluorobenzyl bromide). The product is C(C)NC([O-])=O.FC1=C(COC=2C(=CC=3C(C4C(CNC4)C3C2)C)Cl)C=CC=C1 (N-Ethylcarbamate 5-(2-fluorobenzyloxy)-6-chloro-8-methyl-1,2,3,3a,8,8a-hexahydroindeno[1,2-c]pyrrole), crude product. As a reaction SMILES: [CH2:1]([NH:3][C:4](=[O:6])[O-:5])[CH3:2].[OH:7][C:8]1[C:9]([Cl:21])=[CH:10][C:11]2[CH:12]([CH3:20])[CH:13]3[CH2:17][NH:16][CH2:15][CH:14]3[C:18]=2[CH:19]=1.[F:22][C:23]1[CH:30]=[CH:29][CH:28]=[CH:27][C:24]=1[CH2:25]Br>>[CH2:1]([NH:3][C:4](=[O:5])[O-:6])[CH3:2].[F:22][C:23]1[CH:30]=[CH:29][CH:28]=[CH:27][C:24]=1[CH2:25][O:7][C:8]1[C:9]([Cl:21])=[CH:10][C:11]2[CH:12]([CH3:20])[CH:13]3[CH2:17][NH:16][CH2:15][CH:14]3[C:18]=2[CH:19]=1 |f:0.1,3.4|. Procedure: The subtitle compound was prepared by the method of Example 6, Step A utilizing N-ethylcarbamate-5-hydroxy-6-chloro-8-methyl-1,2,3,3a,8,8a-hexahydroindeno[1,2-c]pyrrole (from Example 5, Step A) and 2-fluorobenzyl bromide. The crude product was obtained without further purification. MS calculated for C22H23ClFNO3+H: 404, observed: 404.